Dataset: the Open Reaction Database (ORD), a public repository of structured organic reaction records. Task: describe an organic reaction: reactants, conditions, products, and yield Procedure: In a similar manner to that described in Example (2-2b), a reaction was carried out using 5-{4-[1-methyl-6-(4-trifluoromethylphenoxy)-1H-benzimidazole-2-ylmethoxy]benzyl}thiazolidine-2,4-dione (0.58 g) and 4N hydrogen chloride/ethyl acetate (20 ml) and the reaction mixture was purified to give the title compound (0.55 g). As a reaction SMILES: [CH3:1][N:2]1[C:6]2[CH:7]=[C:8]([O:11][C:12]3[CH:17]=[CH:16][C:15]([C:18]([F:21])([F:20])[F:19])=[CH:14][CH:13]=3)[CH:9]=[CH:10][C:5]=2[N:4]=[C:3]1[CH2:22][O:23][C:24]1[CH:37]=[CH:36][C:27]([CH2:28][CH:29]2[S:33][C:32](=[O:34])[NH:31][C:30]2=[O:35])=[CH:26][CH:25]=1.[ClH:38].C(OCC)(=O)C>>[ClH:38].[CH3:1][N:2]1[C:6]2[CH:7]=[C:8]([O:11][C:12]3[CH:13]=[CH:14][C:15]([C:18]([F:21])([F:19])[F:20])=[CH:16][CH:17]=3)[CH:9]=[CH:10][C:5]=2[N:4]=[C:3]1[CH2:22][O:23][C:24]1[CH:37]=[CH:36][C:27]([CH2:28][CH:29]2[S:33][C:32](=[O:34])[NH:31][C:30]2=[O:35])=[CH:26][CH:25]=1 |f:1.2,3.4|. The reactants are CN1C(=NC2=C1C=C(C=C2)OC2=CC=C(C=C2)C(F)(F)F)COC2=CC=C(CC1C(NC(S1)=O)=O)C=C2 (5-{4-[1-methyl-6-(4-trifluoromethylphenoxy)-1H-benzimidazole-2-ylmethoxy]benzyl}thiazolidine-2,4-dione), Cl.C(C)(=O)OCC (hydrogen chloride ethyl acetate). Yields the product Cl.CN1C(=NC2=C1C=C(C=C2)OC2=CC=C(C=C2)C(F)(F)F)COC2=CC=C(CC1C(NC(S1)=O)=O)C=C2 (5-{4-[1-Methyl-6-(4-trifluoromethylphenoxy)-1H-benzimidazole-2-ylmethoxy]benzyl}thiazolidine-2,4-dione hydrochloride). As a reaction SMILES: C(O[C:5]1[C:6](=[O:18])[C:7](=[O:17])[C:8]=1[C:9]1[CH:14]=[CH:13][C:12]([O:15][CH3:16])=[CH:11][CH:10]=1)(C)C.[CH3:19][C:20]([NH2:29])([CH3:28])[CH2:21][C:22]1[CH:27]=[CH:26][CH:25]=[CH:24][CH:23]=1>C(O)C>[CH3:28][C:20]([NH:29][C:5]1[C:6](=[O:18])[C:7](=[O:17])[C:8]=1[C:9]1[CH:10]=[CH:11][C:12]([O:15][CH3:16])=[CH:13][CH:14]=1)([CH3:19])[CH2:21][C:22]1[CH:27]=[CH:26][CH:25]=[CH:24][CH:23]=1. Reactants: C(C)(C)OC=1C(C(C1C1=CC=C(C=C1)OC)=O)=O (3-isopropoxy-4-(4-methoxy-phenyl)-cyclobut-3-ene-1,2-dione), CC(CC1=CC=CC=C1)(C)N (1,1-dimethyl-2-phenyl-ethylamine). Conditions: temperature 70 celsius, time 8 hour. Procedure details: To a solution of 3-isopropoxy-4-(4-methoxy-phenyl)-cyclobut-3-ene-1,2-dione (0.150 g, 0.609 mmol) in ethanol (3 mL) was added 1,1-dimethyl-2-phenyl-ethylamine (0.182 g, 1.22 mmol). The mixture was stirred at 70° C. overnight then filtered hot through a pad of silica gel. The filtrate was concentrated and the resulting residue was recrystallized from ethyl acetate/hexanes to give 0.170 g (83%) of the title product as a tan solid: m.p. 150-151° C.; 1H NMR (DMSO-d6) δ 8.28(s,1H), 8.00(m,2H), 7.28(m... Isolated yield 83.2%. The solvent is C(C)O (ethanol). The product is CC(CC1=CC=CC=C1)(C)NC=1C(C(C1C1=CC=C(C=C1)OC)=O)=O (3-(1,1-Dimethyl-2-phenyl-ethylamino)-4-(4-methoxy-phenyl)-cyclobut-3-ene-1,2-dione). Starting materials: C(=O)(OCC1=CC=CC=C1)N[C@@H]1CCC2=CC(=C(C=3C[C@H](C[C@@H]1C23)C2=CC=CC=C2)OC)OC ([1R,8S,9aR]-1-carbobenzyloxyamino-5,6-dimethoxy-2,3,7,8,9,9a-hexahydro-8-phenyl-phenalene), [H][H] (hydrogen). The reagents and catalysts are [Pd] (palladium on carbon). Run in CO (methanol). Product: N[C@@H]1CCC2=CC(=C(C=3C[C@H](C[C@@H]1C23)C2=CC=CC=C2)OC)OC ([1R,8S,9aR]-1-Amino-5,6-dimethoxy-2,3,7,8,9,9a-hexahydro-8-phenyl-phenalen). The yield is 88.3%. RXN SMILES: C([NH:11][C@H:12]1[C@H:23]2[C:24]3[C:15](=[CH:16][C:17]([O:33][CH3:34])=[C:18]([O:31][CH3:32])[C:19]=3[CH2:20][C@@H:21]([C:25]3[CH:30]=[CH:29][CH:28]=[CH:27][CH:26]=3)[CH2:22]2)[CH2:14][CH2:13]1)(OCC1C=CC=CC=1)=O.[H][H]>CO.[Pd]>[NH2:11][C@H:12]1[C@H:23]2[C:24]3[C:15](=[CH:16][C:17]([O:33][CH3:34])=[C:18]([O:31][CH3:32])[C:19]=3[CH2:20][C@@H:21]([C:25]3[CH:26]=[CH:27][CH:28]=[CH:29][CH:30]=3)[CH2:22]2)[CH2:14][CH2:13]1. Procedure details: A suspension of 0.65 g (1.4 mmol) of [1R,8S,9aR]-1-carbobenzyloxyamino-5,6-dimethoxy-2,3,7,8,9,9a-hexahydro-8-phenyl-phenalene, from Step 6, in 50 mL of methanol and 0.1 g of 10% palladium on carbon was stirred under 1 atmosphere of hydrogen for 1 hour. The solid dissolved as the reaction proceeded. The palladium catalyst was removed by filtration and the filtrate was concentrated under reduced pressure to give 0.4 g (87% yield) of crude product which was carried on to the next step without furt... The reactants are C(C=C)Cl (allyl chloride), C(C)NCC (diethylamine), O1CCCC1 (tetrahydrofuran), C(=S)=S (carbon disulfide). The solvent is O (water). The product is C(C=C)SC(N(CC)CC)=S (allyl-N,N-diethyldithiocarbamate). As a reaction SMILES: [CH2:1]([NH:3][CH2:4][CH3:5])[CH3:2].O1C[CH2:9][CH2:8][CH2:7]1.[C:11](=[S:13])=[S:12].C(Cl)C=C>O>[CH2:7]([S:13][C:11](=[S:12])[N:3]([CH2:4][CH3:5])[CH2:1][CH3:2])[CH:8]=[CH2:9]. Procedure details: 9.7 Grams of diethylamine was added to 50 ml of tetrahydrofuran, and while maintaining the mixture at a temperature of 0°-5° C. and under agitation, 5.0 gr of carbon disulfide was added dropwise to the mixture over the period of 30 minutes. Thereafter, the temperature of the mixture was allowed to rise up to a room temperature, followed by dropwise addition of 4.6 gr of allyl chloride over the period of 30 minutes. The reaction mixture was poured into water and the separated organic substance wa... The reactants are OCCCBr, O=C([O-])[O-], COc1cc2c(Oc3cc(C)c(C)nc3-c3ccccn3)ccnc2cc1O, CN(C)C=O, [K+], [K+]. Product: COc1cc2c(Oc3cc(C)c(C)nc3-c3ccccn3)ccnc2cc1OCCCO. Reaction SMILES: [Br:35][CH2:36][CH2:37][CH2:38][OH:39].[C:29](=[O:30])([O-:31])[O-:32].[CH3:1][c:2]1[cH:3][c:4]([O:15][c:16]2[cH:17][cH:18][n:19][c:20]3[cH:21][c:22]([OH:28])[c:23]([O:26][CH3:27])[cH:24][c:25]23)[c:5](-[c:9]2[n:10][cH:11][cH:12][cH:13][cH:14]2)[n:6][c:7]1[CH3:8].[CH3:40][N:41]([CH3:42])[CH:43]=[O:44].[K+:33].[K+:34]>>[CH3:1][c:2]1[cH:3][c:4]([O:15][c:16]2[cH:17][cH:18][n:19][c:20]3[cH:21][c:22]([O:28][CH2:36][CH2:37][CH2:38][OH:39])[c:23]([O:26][CH3:27])[cH:24][c:25]23)[c:5](-[c:9]2[n:10][cH:11][cH:12][cH:13][cH:14]2)[n:6][c:7]1[CH3:8]. Reactants: C(O)([O-])=O.[Na+] (sodium hydrogencarbonate), [Si](C)(C)(C(C)(C)C)OCCN(C(=O)C=1N=C(SC1)N1CC(C1)SC=1[C@@H]([C@H]2N(C1C(=O)OCC1=CC=C(C=C1)[N+](=O)[O-])C([C@@H]2[C@@H](C)O)=O)C)C(C)C (p-Nitrobenzyl (1R,5S,6S)-2-[1-(4-{N-[2-(t-butyldimethylsilyloxy)ethyl]-N-isopropyl-carbamoyl}-1,3-thiazol-2-yl)azetidin-3-yl]thio-6-[(R)-1-hydroxyethyl]-1-methylcarbapen-2-em-3-carboxylate), C(C)(=O)O (acetic acid), [F-].C(CCC)[N+](CCCC)(CCCC)CCCC (tetrabutylammonium fluoride). Solvent: C(C)(=O)OCC (ethyl acetate), O1CCCC1 (tetrahydrofuran), O1CCCC1 (tetrahydrofuran). Conditions: time 1 day. Yields the product OCCN(C(=O)C=1N=C(SC1)N1CC(C1)SC=1[C@@H]([C@H]2N(C1C(=O)OCC1=CC=C(C=C1)[N+](=O)[O-])C([C@@H]2[C@@H](C)O)=O)C)C(C)C (p-nitrobenzyl (1R,5S,6S)-2-(1-{4-[(2-hydroxyethyl)-isopropyl-carbamoyl]-1,3-thiazol-2-yl}azetidin-3-yl)thio-6-[(R)-1-hydroxyethyl]-1-methylcarbapen-2-em-3-carboxylate). Yield: 47.1%. Reaction SMILES: [Si]([O:8][CH2:9][CH2:10][N:11]([CH:49]([CH3:51])[CH3:50])[C:12]([C:14]1[N:15]=[C:16]([N:19]2[CH2:22][CH:21]([S:23][C:24]3[C@H:25]([CH3:48])[C@@H:26]4[C@@H:43]([C@H:44]([OH:46])[CH3:45])[C:42](=[O:47])[N:27]4[C:28]=3[C:29]([O:31][CH2:32][C:33]3[CH:38]=[CH:37][C:36]([N+:39]([O-:41])=[O:40])=[CH:35][CH:34]=3)=[O:30])[CH2:20]2)[S:17][CH:18]=1)=[O:13])(C(C)(C)C)(C)C.C(O)(=O)C.[F-].C([N+](CCCC)(CCCC)CCCC)CCC.C(=O)([O-])O.[Na+]>O1CCCC1.C(OCC)(=O)C>[OH:8][CH2:9][CH2:10][N:11]([CH:49]([CH3:51])[CH3:50])[C:12]([C:14]1[N:15]=[C:16]([N:19]2[CH2:20][CH:21]([S:23][C:24]3[C@H:25]([CH3:48])[C@@H:26]4[C@@H:43]([C@H:44]([OH:46])[CH3:45])[C:42](=[O:47])[N:27]4[C:28]=3[C:29]([O:31][CH2:32][C:33]3[CH:38]=[CH:37][C:36]([N+:39]([O-:41])=[O:40])=[CH:35][CH:34]=3)=[O:30])[CH2:22]2)[S:17][CH:18]=1)=[O:13] |f:2.3,4.5|. Reported procedure: p-Nitrobenzyl (1R,5S,6S)-2-[1-(4-{N-[2-(t-butyldimethylsilyloxy)ethyl]-N-isopropyl-carbamoyl}-1,3-thiazol-2-yl)azetidin-3-yl]thio-6-[(R)-1-hydroxyethyl]-1-methylcarbapen-2-em-3-carboxylate (4.47 g, 5.88 mmol) (obtained as described in Example 64(1)) in a mixture of tetrahydrofuran (220 ml) was added to acetic acid (0.40 ml, 7.06 mmol) and 1M tetrabutylammonium fluoride in tetrahydrofuran solution (7.06 ml, 7.06 mmol) and the mixture was stirred at room temperature for 1 day. After checking the c... Reactants: CCOP(=O)(CP(=O)(OCC)OCC)OCC, CN(C)C=O, [H-], [Na+], O, COc1cc(COc2ncccc2C=O)ccc1OCc1nc(-c2ccco2)oc1C. The product is CCOP(=O)(C=Cc1cccnc1OCc1ccc(OCc2nc(-c3ccco3)oc2C)c(OC)c1)OCC. Reaction SMILES: [CH2:32]([P:33]([O:34][CH2:35][CH3:36])([O:37][CH2:38][CH3:39])=[O:40])[P:41](=[O:42])([O:43][CH2:44][CH3:45])[O:46][CH2:47][CH3:48].[CH3:49][N:50]([CH3:51])[CH:52]=[O:53].[H-:54].[Na+:55].[OH2:56].[o:1]1[c:2](-[c:6]2[o:7][c:8]([CH3:31])[c:9]([CH2:11][O:12][c:13]3[c:14]([O:29][CH3:30])[cH:15][c:16]([CH2:17][O:18][c:19]4[c:20]([CH:21]=[O:22])[cH:23][cH:24][cH:25][n:26]4)[cH:27][cH:28]3)[n:10]2)[cH:3][cH:4][cH:5]1>>[o:1]1[c:2](-[c:6]2[o:7][c:8]([CH3:31])[c:9]([CH2:11][O:12][c:13]3[c:14]([O:29][CH3:30])[cH:15][c:16]([CH2:17][O:18][c:19]4[c:20]([CH:21]=[CH:32][P:33]([O:34][CH2:35][CH3:36])([O:37][CH2:38][CH3:39])=[O:40])[cH:23][cH:24][cH:25][n:26]4)[cH:27][cH:28]3)[n:10]2)[cH:3][cH:4][cH:5]1. Solvent: CO (methanol), CO (methanol). Reaction SMILES: [Cl:1][C:2]1[C:7]2[O:8][C:9]3[CH2:14][CH:13]([CH3:15])[NH:12][CH2:11][C:10]=3[C:6]=2[CH:5]=[C:4]([S:16]([C:19]2[CH:24]=[CH:23][CH:22]=[CH:21][CH:20]=2)(=[O:18])=[O:17])[CH:3]=1.Cl>CO>[ClH:1].[Cl:1][C:2]1[C:7]2[O:8][C:9]3[CH2:14][CH:13]([CH3:15])[NH:12][CH2:11][C:10]=3[C:6]=2[CH:5]=[C:4]([S:16]([C:19]2[CH:24]=[CH:23][CH:22]=[CH:21][CH:20]=2)(=[O:18])=[O:17])[CH:3]=1 |f:3.4|. Reported procedure: 6-chloro-3-methyl-8-(phenylsulfonyl)-1,2,3,4-tetrahydrobenzofuro[3,2-c]pyridine (100 mg, 0.3 mmol) was converted to the hydrochloride salt by dissolving in methanol and treating with 1.25 M HCl in methanol. The reaction mixture was concentrated in vacuo to give 6-chloro-3-methyl-8-(phenylsulfonyl)-1,2,3,4-tetra hydrobenzofuro[3,2-c]pyridine hydrochloride (81b, 108 mg, 96%, AUC HPLC 98.1%): mp <<MP data>>; 1H NMR (DMSO-d6, 400 MHz) δ 9.62 (br, 2H), 8.41 (d, J=1.6 Hz, 1H), 8.04-8.02 (m, 3H), 7.71-... Reactants: ClC1=CC(=CC2=C1OC1=C2CNC(C1)C)S(=O)(=O)C1=CC=CC=C1 (6-chloro-3-methyl-8-(phenylsulfonyl)-1,2,3,4-tetrahydrobenzofuro[3,2-c]pyridine), hydrochloride salt, Cl (HCl). Yield: 180.8%. The product is Cl.ClC1=CC(=CC2=C1OC1=C2CNC(C1)C)S(=O)(=O)C1=CC=CC=C1 (6-chloro-3-methyl-8-(phenylsulfonyl)-1,2,3,4-tetra hydrobenzofuro[3,2-c]pyridine hydrochloride).